This data is from the Open Reaction Database (ORD), a public repository of structured organic reaction records. The task is: describe an organic reaction: reactants, conditions, products, and yield Reactants: [N+](=O)([O-])C=1C=CC(=NC1)OC=1C=C2CCC(OC2=CC1)C1=CC=CC=C1 (5-nitro-2-(2-phenylchroman-6-yloxy)pyridine), COC1=CC=C(C=C1)C1OC2=CC=C(C=C2C(C1)O)O (2-(4-methoxyphenyl)chroman-4,6-diol). The product is COC1=CC=C(C=C1)C1OC2=CC=C(C=C2C(C1)O)OC1=NC=C(C=C1)[N+](=O)[O-] (2-(4-Methoxyphenyl)-6-(5-nitropyridin-2-yloxy)chroman-4-ol). Reaction SMILES: [N+:1]([C:4]1[CH:5]=[CH:6][C:7](OC2C=C3C(=CC=2)OC(C2C=CC=CC=2)CC3)=[N:8][CH:9]=1)([O-:3])=[O:2].[CH3:27][O:28][C:29]1[CH:34]=[CH:33][C:32]([CH:35]2[CH2:44][CH:43]([OH:45])[C:42]3[C:37](=[CH:38][CH:39]=[C:40]([OH:46])[CH:41]=3)[O:36]2)=[CH:31][CH:30]=1>>[CH3:27][O:28][C:29]1[CH:34]=[CH:33][C:32]([CH:35]2[CH2:44][CH:43]([OH:45])[C:42]3[C:37](=[CH:38][CH:39]=[C:40]([O:46][C:7]4[CH:6]=[CH:5][C:4]([N+:1]([O-:3])=[O:2])=[CH:9][N:8]=4)[CH:41]=3)[O:36]2)=[CH:31][CH:30]=1. Procedure details: 2-(4-Methoxyphenyl)-6-(5-nitropyridin-2-yloxy)chroman-4-ol was prepared as described for 5-nitro-2-(2-phenylchroman-6-yloxy)pyridine in Example 1(b) starting from 2-(4-methoxyphenyl)chroman-4,6-diol. 1H NMR (400 MHz, d6-DMSO) δ: 9.04 (d, 1H, J 2.9 Hz), 8.61 (dd, 1H, J 9.1, 2.9 Hz), 7.40 (d, 2H, J 8.7 Hz), 7.24 (d, 1H, J 2.8 Hz), 7.22 (d, 1H, J 9.1 Hz), 7.00 (dd, 1H, J 8.7, 2.8 Hz), 6.97 (d, 2H, J 8.7 Hz), 6.84 (d, 1H, J 8.7 Hz), 5.63 (d, 1H, J 6.4 Hz), 5.23 (d, 1H, J 10.8 Hz), 4.95-5.02 (m, 1H),... Reactants: O=C1NC(c2ccccc2)CCCC1Br, CN(C)C=O, [N-]=[N+]=[N-], [Na+]. Product: [N-]=[N+]=NC1CCCC(c2ccccc2)NC1=O. As a reaction SMILES: [Br:5][CH:6]1[C:7](=[O:19])[NH:8][CH:9]([c:13]2[cH:14][cH:15][cH:16][cH:17][cH:18]2)[CH2:10][CH2:11][CH2:12]1.[CH3:20][N:21]([CH3:22])[CH:23]=[O:24].[N-:2]=[N+:3]=[N-:4].[Na+:1]>>[N:2](=[N+:3]=[N-:4])[CH:6]1[C:7](=[O:19])[NH:8][CH:9]([c:13]2[cH:14][cH:15][cH:16][cH:17][cH:18]2)[CH2:10][CH2:11][CH2:12]1.